describe an organic reaction: reactants, conditions, products, and yield From a dataset of the Open Reaction Database (ORD), a public repository of structured organic reaction records. Starting materials: CC(C)(C)OC(=O)NC1CCN(c2ccc(C#N)cn2)C1, ClCCl, O=C(O)C(F)(F)F. The product is N#Cc1ccc(N2CCC(N)C2)nc1. RXN SMILES: [C:8]([O:9][C:10](=[O:11])[NH:14][CH:15]1[CH2:16][N:17]([c:20]2[n:21][cH:22][c:23]([C:26]#[N:27])[cH:24][cH:25]2)[CH2:18][CH2:19]1)([CH3:12])([CH3:13])[CH3:28].[Cl:29][CH2:30][Cl:31].[OH:1][C:2]([C:3]([F:4])([F:5])[F:6])=[O:7]>>[NH2:14][CH:15]1[CH2:16][N:17]([c:20]2[n:21][cH:22][c:23]([C:26]#[N:27])[cH:24][cH:25]2)[CH2:18][CH2:19]1. Reactants: C(CC=1C(C(=O)O)=CC=CC1)(=O)O (homophthalic acid), NC(=O)N (urea). The solvent is CO (methanol). Run at temperature 180 celsius. Product: C1(CC=2C(C(N1)=O)=CC=CC2)=O (homophthalimide). The yield is 34.2%. As a reaction SMILES: [C:1]([OH:13])(=O)[CH2:2][C:3]1[C:4](=[CH:8][CH:9]=[CH:10][CH:11]=1)[C:5](O)=[O:6].[NH2:14]C(N)=O>CO>[C:1]1(=[O:13])[NH:14][C:5](=[O:6])[C:4]2=[CH:8][CH:9]=[CH:10][CH:11]=[C:3]2[CH2:2]1. Procedure details: A mixture of homophthalic acid (200 g, 1.09 mol) and urea (80 g, 1.31 mol) was ground to a fine powder then heated at 175-185° C. until it had melted then resolidified. The mixture was cooled to ambient temperature, methanol (500 ml) was added, then the mixture was heated under reflux for 20 minutes, filtered, and allowed to cool to ambient temperature. The resulting solid was collected by filtration, washed with methanol and dried in vacuo to give homophthalimide (60 g, 34%) as a solid; m.pt. 2... Starting materials: [Br-], CC(C)(C)OC(=O)NC1CCC(c2cccc(F)c2F)Cn2c(C=NS(=O)C(C)(C)C)cnc21, C[Mg+], C1CCOC1. The product is CC(NS(=O)C(C)(C)C)c1cnc2n1CC(c1cccc(F)c1F)CCC2NC(=O)OC(C)(C)C. As a reaction SMILES: [Br-:1].[C:4]([CH3:5])([CH3:6])([CH3:7])[S:8](=[O:9])[N:10]=[CH:11][c:12]1[cH:13][n:14][c:15]2[n:16]1[CH2:17][CH:18]([c:30]1[c:31]([F:37])[c:32]([F:36])[cH:33][cH:34][cH:35]1)[CH2:19][CH2:20][CH:21]2[NH:22][C:23]([O:24][C:25]([CH3:26])([CH3:27])[CH3:28])=[O:29].[CH3:2][Mg+:3].[O:38]1[CH2:39][CH2:40][CH2:41][CH2:42]1>>[CH3:2][CH:11]([NH:10][S:8]([C:4]([CH3:5])([CH3:6])[CH3:7])=[O:9])[c:12]1[cH:13][n:14][c:15]2[n:16]1[CH2:17][CH:18]([c:30]1[c:31]([F:37])[c:32]([F:36])[cH:33][cH:34][cH:35]1)[CH2:19][CH2:20][CH:21]2[NH:22][C:23]([O:24][C:25]([CH3:26])([CH3:27])[CH3:28])=[O:29]. The reactants are C(C)OC(=O)C1=CN2C(CC(C3=C2C(C1=O)=CC(=C3Cl)F)=O)C (8-chloro-9-fluoro-5-methyl-6,7-dihydro-1,7-dioxo-1H,5H-benzo[ij]quinolizine-2-carboxylic acid ethyl ester), CN1CCNCC1 (N-methylpiperazine). The solvent is C(Cl)(Cl)Cl (chloroform). Conditions: time 4 hour. Product: C(C)OC(=O)C1=CN2C(CC(C3=C2C(C1=O)=CC(=C3N3CCN(CC3)C)F)=O)C (9-fluoro-5-methyl-8-(4-methyl-1-piperazinyl)-6,7-dihydro 1,7-dioxo-1H,5H-benzo[ij]quinolizine-2-carboxylic acid ethyl ester). Isolated yield 64.2%. As a reaction SMILES: [CH2:1]([O:3][C:4]([C:6]1[C:15](=[O:16])[C:14]2=[CH:17][C:18]([F:21])=[C:19](Cl)[C:12]3=[C:13]2[N:8]([CH:9]([CH3:23])[CH2:10][C:11]3=[O:22])[CH:7]=1)=[O:5])[CH3:2].[CH3:24][N:25]1[CH2:30][CH2:29][NH:28][CH2:27][CH2:26]1>C(Cl)(Cl)Cl>[CH2:1]([O:3][C:4]([C:6]1[C:15](=[O:16])[C:14]2=[CH:17][C:18]([F:21])=[C:19]([N:28]3[CH2:29][CH2:30][N:25]([CH3:24])[CH2:26][CH2:27]3)[C:12]3=[C:13]2[N:8]([CH:9]([CH3:23])[CH2:10][C:11]3=[O:22])[CH:7]=1)=[O:5])[CH3:2]. Procedure details: 16.89 g (0.05 mole) of 8-chloro-9-fluoro-5-methyl-6,7-dihydro-1,7-dioxo-1H,5H-benzo[ij]quinolizine-2-carboxylic acid ethyl ester was suspended in 300 ml of chloroform, 20.03 g (0.20 mole) of N-methylpiperazine was added thereto, and this mixture was stirred at 40°-50° C. for 4 hours. The resulting reaction solution was concentrated under reduced pressure and the residue thus obtained was purified by silica gel column chromatography [using a chloroform-methanol mixture (with a volume ratio of 10:... Starting materials: C([O-])([O-])=O.[K+].[K+] (potassium carbonate), C(CC(C)C)N (isoamylamine), C1=C(C=CC2=CC=CC=C12)OCCCCCl (4-(2-naphthyloxy)-1-chlorobutane). The solvent is CS(=O)C (DMSO), O (water). Conditions: temperature 140 celsius. Yields the product C(CC(C)C)NCCCCOC1=CC2=CC=CC=C2C=C1 (N-(isoamyl)-(4-(naphthalen-2-yloxy)-butyl)amine). Reaction SMILES: C(=O)([O-])[O-].[K+].[K+].[CH2:7]([NH2:12])[CH2:8][CH:9]([CH3:11])[CH3:10].[CH:13]1[C:22]2[C:17](=[CH:18][CH:19]=[CH:20][CH:21]=2)[CH:16]=[CH:15][C:14]=1[O:23][CH2:24][CH2:25][CH2:26][CH2:27]Cl>CS(C)=O.O>[CH2:7]([NH:12][CH2:27][CH2:26][CH2:25][CH2:24][O:23][C:14]1[CH:15]=[CH:16][C:17]2[C:22](=[CH:21][CH:20]=[CH:19][CH:18]=2)[CH:13]=1)[CH2:8][CH:9]([CH3:11])[CH3:10] |f:0.1.2|. Procedure: A mixture of anhydrous potassium carbonate (10 gm, in excess) and isoamylamine (0.21 ml, 0.003 mole) was taken in dry DMSO (40 ml). Now 4-(2-naphthyloxy)-1-chlorobutane (0.5 gm, 0.002 mole) was added in it. Reaction mixture was refluxed at 140° C. for 7 hrs and the reaction was completed as checked by TLC. Reaction mixture was poured in distilled water (60 ml) and extracted with ethyl acetate thrice. The organic layer was separated and concentrated to get oily compound which was later crystalliz... The reactants are C1CSCCN1, CC#N, Cn1cnc(S(=O)(=O)Cl)c1. The product is Cn1cnc(S(=O)(=O)N2CCSCC2)c1. Reaction SMILES: [CH2:11]1[CH2:12][S:13][CH2:14][CH2:15][NH:16]1.[CH3:17][C:18]#[N:19].[CH3:1][n:2]1[cH:3][n:4][c:5]([S:7](=[O:8])(=[O:9])[Cl:10])[cH:6]1>>[CH3:1][n:2]1[cH:3][n:4][c:5]([S:7](=[O:8])(=[O:9])[N:16]2[CH2:11][CH2:12][S:13][CH2:14][CH2:15]2)[cH:6]1. Starting materials: C[C@H]1C(=O)O[C@H](C(=O)O1)C (L-(-)-lactide), C1(CCCCCO1)=O (epsilon caprolactone), CCCCC(CC)C(=O)[O-].CCCCC(CC)C(=O)[O-].[Sn+2] (stannous octoate). The product is C[C@H]1C(=O)O[C@H](C(=O)O1)C.C1(CCCCCO1)=O (L-(-)-lactide epsilon caprolactone). RXN SMILES: [CH3:1][C@@H:2]1[O:9][C:7](=[O:8])[C@H:6]([CH3:10])[O:5][C:3]1=[O:4].[C:11]1(=[O:18])[O:17][CH2:16][CH2:15][CH2:14][CH2:13][CH2:12]1.CCCCC(C([O-])=O)CC.CCCCC(C([O-])=O)CC.[Sn+2]>>[CH3:1][C@@H:2]1[O:9][C:7](=[O:8])[C@H:6]([CH3:10])[O:5][C:3]1=[O:4].[C:11]1(=[O:18])[O:17][CH2:16][CH2:15][CH2:14][CH2:13][CH2:12]1 |f:2.3.4,5.6|. Procedure: The procedure of Example II is repeated except that 20 grams of L-(-)-lactide, 30 grams of epsilon caprolactone and 0.0105 grams of pure stannous octoate are placed in a glass flask, blanketed with nitrogen, and heated for 45 hours at 140° to 142° C. The copolymer is tough and elastic and has good tensile strength and elongation properties. The copolymer has a GPC molecular weight of Mw =323,000 and Mn =180,000. DSC of the copolymer reveals a moderate amount of crystallinity with a melting point...